The task is: describe an organic reaction: reactants, conditions, products, and yield. This data is from the Open Reaction Database (ORD), a public repository of structured organic reaction records. Starting materials: COC=1C=C(C=CC1OC)B(O)O (3,4-dimethoxyphenylboronic acid), COC=1C=C(C=CC1OC)C=1N=C2C(=NC1)NC=C2I (2-(3,4-dimethoxy-phenyl)-7-iodo-5H-pyrrolo[2,3-b]pyrazine), [H-].[Na+] (NaH), S(=O)(=O)(C1=CC=C(C)C=C1)Cl (TsCl), BrC=1N=C2C(=NC1)NC=C2 (2-bromo-5H-pyrrolo[2,3-b]pyrazine), resultant mixture. The solvent is C1CCOC1 (THF), CCOC(=O)C (EtOAc), O (water). Run at time 8 hour. Yields the product COC=1C=C(C=CC1OC)C=1N=C2C(=NC1)NC=C2I (2-(3,4-Dimethoxy-phenyl)-7-iodo-5H-pyrrolo[2,3-b]pyrazine), COC=1C=C(C=CC1OC)C=1N=C2C(=NC1)N(C=C2I)S(=O)(=O)C2=CC=C(C=C2)C (2-(3,4-dimethoxy-phenyl)-7-iodo-5-(toluene-4-sulfonyl)-5H-pyrrolo[2,3-b]pyrazine). The yield is 121.0%. RXN SMILES: BrC1N=C2C=CNC2=NC=1.COC1C=C(B(O)O)C=CC=1OC.[CH3:24][O:25][C:26]1[CH:27]=[C:28]([C:34]2[N:35]=[C:36]3[C:42]([I:43])=[CH:41][NH:40][C:37]3=[N:38][CH:39]=2)[CH:29]=[CH:30][C:31]=1[O:32][CH3:33].[H-].[Na+].[S:46](Cl)([C:49]1[CH:55]=[CH:54][C:52]([CH3:53])=[CH:51][CH:50]=1)(=[O:48])=[O:47]>C1COCC1.CCOC(C)=O.O>[CH3:24][O:25][C:26]1[CH:27]=[C:28]([C:34]2[N:35]=[C:36]3[C:42]([I:43])=[CH:41][NH:40][C:37]3=[N:38][CH:39]=2)[CH:29]=[CH:30][C:31]=1[O:32][CH3:33].[CH3:24][O:25][C:26]1[CH:27]=[C:28]([C:34]2[N:35]=[C:36]3[C:42]([I:43])=[CH:41][N:40]([S:46]([C:49]4[CH:55]=[CH:54][C:52]([CH3:53])=[CH:51][CH:50]=4)(=[O:48])=[O:47])[C:37]3=[N:38][CH:39]=2)[CH:29]=[CH:30][C:31]=1[O:32][CH3:33] |f:3.4|. Reported procedure: 2-(3,4-Dimethoxy-phenyl)-7-iodo-5H-pyrrolo[2,3-b]pyrazine was prepared starting from 2-bromo-5H-pyrrolo[2,3-b]pyrazine and 3,4-dimethoxyphenylboronic acid. To a 0° C. solution of 2-(3,4-dimethoxy-phenyl)-7-iodo-5H-pyrrolo[2,3-b]pyrazine (821 mg, 2.1 mmol) in THF (20 mL) was added NaH (55% dispersion in mineral oil, 168 mg, 3.85 mmol) portionwise and the resultant mixture was stirred for 15 min, treated with TsCl (736 mg, 3.85 mmol), stirred overnight at room temperature, and poured into water an... The reactants are N1C(C=CC2=CC=CC=C12)=O (quinolinone), Cl.NO (hydroxylamine hydrochloride), [OH-].[Na+] (sodium hydroxide), C(C)O (ethanol). Solvent: O (water), O (Water). Yields the product CC=1C=NC=2C(CCCC2C1)=NO (3-methyl-8-oximino-5,6,7,8-tetrahydroquinoline). As a reaction SMILES: [NH:1]1[C:10]2C(=[CH:6][CH:7]=[CH:8][CH:9]=2)[CH:4]=[CH:3][C:2]1=O.Cl.[NH2:13][OH:14].[OH-].[Na+].[CH2:17](O)[CH3:18]>O>[CH3:6][C:7]1[CH:8]=[N:9][C:10]2[C:1](=[N:13][OH:14])[CH2:2][CH2:3][CH2:4][C:18]=2[CH:17]=1 |f:1.2,3.4|. Procedure: The quinolinone (30g), hydroxylamine hydrochloride (14g), sodium hydroxide (9g), ethanol (165ml) and water (65ml) were stirred and refluxed for 2 hours. Water (100ml) was added and the product was allowed to crystallise overnight. The crystals were removed by filtration and washed with water and dried to give 3-methyl-8-oximino-5,6,7,8-tetrahydroquinoline (27.5g) mp 188° C. Found: C,68.5; H,6.9; N,15.4, C10H12N2O requires C,68.2; H,6.9; N,15.1%. Reactants: [Al+3], CC(=O)Cl, CC(=O)OC(C)=O, [Cl-], [Cl-], [Cl-], Clc1ccccc1Cl, [Na+], [Na+], O=S(=O)([O-])[O-], O=CC(Cl)(Cl)Cl, O. The product is CC(=O)OC(c1ccc(Cl)c(Cl)c1)C(Cl)(Cl)Cl. Reaction SMILES: [Al+3:2].[CH3:11][C:12](=[O:13])[Cl:14].[CH3:15][C:16]([O:17][C:19]([CH3:20])=[O:21])=[O:18].[Cl-:1].[Cl-:3].[Cl-:4].[Cl:29][c:30]1[c:31]([Cl:36])[cH:32][cH:33][cH:34][cH:35]1.[Na+:22].[Na+:23].[O-:24][S:25](=[O:26])(=[O:27])[O-:28].[O:5]=[CH:6][C:7]([Cl:8])([Cl:9])[Cl:10].[OH2:37]>>[O:5]([CH:6]([C:7]([Cl:8])([Cl:9])[Cl:10])[c:33]1[cH:32][c:31]([Cl:36])[c:30]([Cl:29])[cH:35][cH:34]1)[C:19]([CH3:20])=[O:21]. The reactants are ClC=1C=CC(=C(C1)C1=NC2=NC=CN=C2C(N1)=O)F (2-(5-chloro-2-fluorophenyl)-pteridin-4-one), NC1=C(C=NC=C1)CC (4-amino-3-ethylpyridine), C(CCC)N(C1=NC(=NC2=NC=CN=C12)C1=C(C=CC(=C1)Br)F)C1=CC=NC=C1 (4-[(butyl)(4-pyridyl)amino]-2-(5-bromo-2-fluorophenyl)pteridine). RXN SMILES: [Cl:1][C:2]1[CH:3]=[CH:4][C:5]([F:19])=[C:6]([C:8]2[NH:17][C:16](=O)[C:15]3[C:10](=[N:11][CH:12]=[CH:13][N:14]=3)[N:9]=2)[CH:7]=1.[NH2:20][C:21]1[CH:26]=[CH:25][N:24]=[CH:23][C:22]=1[CH2:27][CH3:28].C(N(C1C=CN=CC=1)C1C2C(=NC=CN=2)N=C(C2C=C(Br)C=CC=2F)N=1)CCC>>[Cl:1][C:2]1[CH:3]=[CH:4][C:5]([F:19])=[C:6]([C:8]2[N:17]=[C:16]([NH:20][C:21]3[CH:26]=[CH:25][N:24]=[CH:23][C:22]=3[CH2:27][CH3:28])[C:15]3[C:10](=[N:11][CH:12]=[CH:13][N:14]=3)[N:9]=2)[CH:7]=1. The product is ClC=1C=CC(=C(C1)C1=NC2=NC=CN=C2C(=N1)NC1=C(C=NC=C1)CC)F (2-(5-chloro-2-fluorophenyl)-4-(3-ethyl-4-pyridylamino)pteridine). Procedure: The title product was synthesized by reaction of the 2-(5-chloro-2-fluorophenyl)-pteridin-4-one with 4-amino-3-ethylpyridine following the procedure described for 4-[(butyl)(4-pyridyl)amino]-2-(5-bromo-2-fluorophenyl)pteridine 3. The reactants are [N+](=O)([O-])C1=CC=C(C=C1)C (p-nitrotoluene), [N+](=O)([O-])C1=CC=C(C=C1)C (p-nitrotoluene), [Cl-].[NH4+] (ammonium chloride). Reagents/catalysts: [Zn] (zinc). Yields the product CC1=CC=C(C=C1)NO (N-(p-methylphenyl)-hydroxylamine). RXN SMILES: [N+:1]([C:4]1[CH:9]=[CH:8][C:7]([CH3:10])=[CH:6][CH:5]=1)([O-])=[O:2].[Cl-].[NH4+]>[Zn]>[CH3:10][C:7]1[CH:8]=[CH:9][C:4]([NH:1][OH:2])=[CH:5][CH:6]=1 |f:1.2|. Reported procedure: In the above-described reaction schematic, N-(p-methylphenyl)-hydroxylamine (III) can be obtained from p-nitrotoluene (II) using the nitrobenzene reduction method as described in, for example, H. Gilman, Organic Syntheses, Collective Vol. 1, 2nd Ed., pp 445-447 (1961), John Wiley & Sons, Inc., N.Y., or Y. Ogata et al, J. Am. Chem. Soc., 86, pp 3854-3858 (1964). More specifically, for example, 1 mole of p-nitrotoluene (II) is reduced with 2 moles of zinc dust in a solution of 1 mole of ammonium c... Starting materials: O(C1=CC=CC=C1)C=1C=CC(=C(C=O)C1)O (5-Phenoxy-2-hydroxybenzaldehyde), C([O-])([O-])=O.[K+].[K+] (potassium carbonate), C(C1=CC=CC=C1)Br (benzyl bromide). The solvent is CN(C)C=O (DMF), C(C)(=O)OCC (ethyl acetate). Reaction conditions: time 8 hour. Yields the product C(C1=CC=CC=C1)OC1=C(C=O)C=C(C=C1)OC1=CC=CC=C1 (2-benzyloxy-5-phenoxybenzaldehyde). Reaction SMILES: [O:1]([C:8]1[CH:9]=[CH:10][C:11]([OH:16])=[C:12]([CH:15]=1)[CH:13]=[O:14])[C:2]1[CH:7]=[CH:6][CH:5]=[CH:4][CH:3]=1.C(=O)([O-])[O-].[K+].[K+].[CH2:23](Br)[C:24]1[CH:29]=[CH:28][CH:27]=[CH:26][CH:25]=1>CN(C=O)C.C(OCC)(=O)C>[CH2:23]([O:16][C:11]1[CH:10]=[CH:9][C:8]([O:1][C:2]2[CH:7]=[CH:6][CH:5]=[CH:4][CH:3]=2)=[CH:15][C:12]=1[CH:13]=[O:14])[C:24]1[CH:29]=[CH:28][CH:27]=[CH:26][CH:25]=1 |f:1.2.3|. Procedure: 5-Phenoxy-2-hydroxybenzaldehyde (20 g, 94 mmol) and potassium carbonate (26.1 g, 188 mmol) are taken up in DMF (250 mL) and treated with benzyl bromide (16.1 g, 94 mmol). The mixture is stirred at room temperature overnight. The mixture is diluted with ethyl acetate and washed three times with saturated aqueous ammonium chloride, dried over magnesium sulfate and evaporated to give 2-benzyloxy-5-phenoxybenzaldehyde as a colorless solid. This is used without further purification. Starting materials: [Al+3], Cl, [H-], [H-], [H-], [H-], [Li+], CC(C)C(C(=O)O)c1ccccc1. Product: CC(C)C(CO)c1ccccc1. RXN SMILES: [Al+3:2].[ClH:20].[H-:1].[H-:4].[H-:5].[H-:6].[Li+:3].[c:7]1([CH:13]([C:14](=[O:15])[OH:16])[CH:17]([CH3:18])[CH3:19])[cH:8][cH:9][cH:10][cH:11][cH:12]1>>[c:7]1([CH:13]([CH2:14][OH:15])[CH:17]([CH3:18])[CH3:19])[cH:8][cH:9][cH:10][cH:11][cH:12]1. The reactants are C([O-])([O-])=O.[Na+].[Na+] (sodium carbonate), Tetrakis (triphenylphosphine)palladium, BrC1=C(C=C(N)C=C1)C (4-Bromo-3-methylaniline), C(=O)(O)C1=CC=C(C=C1)B(O)O (4-carboxybenzeneboronic acid). The solvent is O (water), COCCOC (1,2-dimethoxyethane). The product is NC1=CC(=C(C=C1)C1=CC=C(C=C1)C(=O)O)C (4'-Amino-2'-methylbiphenyl4-carboxylic acid). Yield: 105.6%. As a reaction SMILES: Br[C:2]1[CH:8]=[CH:7][C:5]([NH2:6])=[CH:4][C:3]=1[CH3:9].[C:10]([C:13]1[CH:18]=[CH:17][C:16](B(O)O)=[CH:15][CH:14]=1)([OH:12])=[O:11].C(=O)([O-])[O-].[Na+].[Na+]>COCCOC.O>[NH2:6][C:5]1[CH:7]=[CH:8][C:2]([C:16]2[CH:17]=[CH:18][C:13]([C:10]([OH:12])=[O:11])=[CH:14][CH:15]=2)=[C:3]([CH3:9])[CH:4]=1 |f:2.3.4|. Procedure: 4-Bromo-3-methylaniline (7.40 g, 40 mmol) and 4-carboxybenzeneboronic acid (7.90 g, 48 mmol) were stirred in 1,2-dimethoxyethane (DME) (150 ml). Anhydrous sodium carbonate (19.0 g, 179 mmol) was dissolved in water (150 ml) and added to the above. The mixture was then purged with a stream of Ar for 15 min. Tetrakis (triphenylphosphine)palladium (O) (0.25 g, 0.2 mmol) was added, and the mixture was stirred at reflux for 20 h under Ar. DME was removed by evaporation under reduced pressure, and the ... The reactants are C(C)(C)(C)OC(=O)N1CC(C1)NC=1C=C2N3C(C(NN=C3COC2=CC1C(=C)C)=O)C (3-(7-isopropenyl-4-methyl-3-oxo-2,3,4,10-tetrahydro-9-oxa-1,2,4a-triaza-phenanthren-6-ylamino)-azetidine-1-carboxylic acid tert-butyl ester). The reagents and catalysts are [Pd] (Pd/C). Solvent: CO (MeOH). Reaction conditions: time 8 hour. The product is C(C)(C)(C)OC(=O)N1CC(C1)NC=1C=C2N3C(C(NN=C3COC2=CC1C(C)C)=O)C (3-(7-isopropyl-4-methyl-3-oxo-2,3,4,10-tetrahydro-9-oxa-1,2,4a-triaza-phenanthren-6-ylamino)-azetidine-1-carboxylic acid tert-butyl ester). Isolated yield 74.4%. As a reaction SMILES: [C:1]([O:5][C:6]([N:8]1[CH2:11][CH:10]([NH:12][C:13]2[CH:14]=[C:15]3[C:24](=[CH:25][C:26]=2[C:27]([CH3:29])=[CH2:28])[O:23][CH2:22][C:21]2[N:16]3[CH:17]([CH3:31])[C:18](=[O:30])[NH:19][N:20]=2)[CH2:9]1)=[O:7])([CH3:4])([CH3:3])[CH3:2]>CO.[Pd]>[C:1]([O:5][C:6]([N:8]1[CH2:11][CH:10]([NH:12][C:13]2[CH:14]=[C:15]3[C:24](=[CH:25][C:26]=2[CH:27]([CH3:28])[CH3:29])[O:23][CH2:22][C:21]2[N:16]3[CH:17]([CH3:31])[C:18](=[O:30])[NH:19][N:20]=2)[CH2:9]1)=[O:7])([CH3:4])([CH3:3])[CH3:2]. Procedure: A suspension of 3-(7-isopropenyl-4-methyl-3-oxo-2,3,4,10-tetrahydro-9-oxa-1,2,4a-triaza-phenanthren-6-ylamino)-azetidine-1-carboxylic acid tert-butyl ester (1.15 g, 2.69 mmol) and 10% Pd/C (0.2 g) in MeOH (150 mL) was stirred under H2 at 55 PSI overnight. The reaction mixture was filtered through a pad of Celite® and the filtrate was evaporated in vacuo. The residue was purified by preparative HPLC (Table 3, Method 2) to give 3-(7-isopropyl-4-methyl-3-oxo-2,3,4,10-tetrahydro-9-oxa-1,2,4a-triaza-...